Dataset: the Open Reaction Database (ORD), a public repository of structured organic reaction records. Task: describe an organic reaction: reactants, conditions, products, and yield The reactants are NC1=CC=C(CCO)C=C1 (4-Aminophenethyl alcohol), II (iodine). Reagents/catalysts: S(=O)(=O)([O-])[O-].[Ag+2] (silver sulfate). Run in C(C)O (ethanol). Conditions: time 1.5 hour. The product is NC1=C(C=C(C=C1)CCO)I (2-(4-Amino-3-iodo-phenyl)-ethanol), solid. The yield is 32.4%. RXN SMILES: [NH2:1][C:2]1[CH:10]=[CH:9][C:5]([CH2:6][CH2:7][OH:8])=[CH:4][CH:3]=1.[I:11]I>C(O)C.S([O-])([O-])(=O)=O.[Ag+2]>[NH2:1][C:2]1[CH:10]=[CH:9][C:5]([CH2:6][CH2:7][OH:8])=[CH:4][C:3]=1[I:11] |f:3.4|. Reported procedure: 4-Aminophenethyl alcohol (9.60 g, 70 mmol, 1.0 eq) was added to a mixture of iodine (17.78 g, 70 mmol, 1.0 eq) and silver sulfate (21.83 g, 70 mmol, 1.0 eq) in anhydrous ethanol (200 mL) at room temperature. The reaction mixture was stirred under nitrogen for 1.5 hours. After stirring was stopped, the solid was removed by filtration. The filtrate was concentrated, and the residue was dissolved in dichloromethane (200 mL), and then washed with aqueous 5% NaOH solution (2×150 mL) and water (150 mL... Reactants: N=1NC=2C=CC(=C3C2C1C1=C(CC3)C=CC=C1)CO (6,7-Dihydro-2H-benzo[6,7]cyclohepta[cd]indazol-5-ylmethanol). The reagents and catalysts are [O-2].[O-2].[Mn+4] (manganese dioxide). Product: N=1NC=2C=CC(=C3C2C1C1=C(CC3)C=CC=C1)C=O (6,7-Dihydro-2H-benzo[6,7]cyclohepta[cd]indazole-5-carboxaldehyde). The yield is 100.8%. As a reaction SMILES: [N:1]1[NH:2][C:3]2[CH:4]=[CH:5][C:6]([CH2:18][OH:19])=[C:7]3[CH2:13][CH2:12][C:11]4[CH:14]=[CH:15][CH:16]=[CH:17][C:10]=4[C:9]=1[C:8]=23>[O-2].[O-2].[Mn+4]>[N:1]1[NH:2][C:3]2[CH:4]=[CH:5][C:6]([CH:18]=[O:19])=[C:7]3[CH2:13][CH2:12][C:11]4[CH:14]=[CH:15][CH:16]=[CH:17][C:10]=4[C:9]=1[C:8]=23 |f:1.2.3|. Reported procedure: 120 mg of 6,7-dihydro-2H-benzo[6,7]cyclohepta[cd]indazol-5-ylmethanol prepared in Example 1-h was treated by the procedure of Example 1-f using 500 mg of manganese dioxide, to give 120 mg of the title compound as a colorless powder. Yields the product CC(=O)C(C(=O)OCc1ccc([N+](=O)[O-])cc1)=C(NCc1ccccc1)C(C)CSc1ccccc1. The reactants are CC(CSc1ccccc1)C(=CC(=O)OCc1ccc([N+](=O)[O-])cc1)NCc1ccccc1, CN(C)C, CC(=O)Cl, c1ccccc1. RXN SMILES: [CH2:1]([c:2]1[cH:3][cH:4][cH:5][cH:6][cH:7]1)[NH:8][C:9](=[CH:10][C:11](=[O:12])[O:13][CH2:14][c:15]1[cH:16][cH:17][c:18]([N+:21](=[O:22])[O-:23])[cH:19][cH:20]1)[CH:24]([CH2:25][S:26][c:27]1[cH:28][cH:29][cH:30][cH:31][cH:32]1)[CH3:33].[CH3:34][N:35]([CH3:36])[CH3:37].[CH3:38][C:39]([Cl:40])=[O:41].[cH:42]1[cH:43][cH:44][cH:45][cH:46][cH:47]1>>[CH2:1]([c:2]1[cH:3][cH:4][cH:5][cH:6][cH:7]1)[NH:8][C:9](=[C:10]([C:11](=[O:12])[O:13][CH2:14][c:15]1[cH:16][cH:17][c:18]([N+:21](=[O:22])[O-:23])[cH:19][cH:20]1)[C:39]([CH3:38])=[O:41])[CH:24]([CH2:25][S:26][c:27]1[cH:28][cH:29][cH:30][cH:31][cH:32]1)[CH3:33]. Reactants: ClC1=NC=C(C(=N1)C1=CC(=C(C(=O)OC)C=C1)OC)C (methyl 4-(2-chloro-5-methylpyrimidin-4-yl)-2-methoxybenzoate), O1CCN(CC1)C1=CC=C(N)C=C1 (4-morpholinoaniline), O.C1(=CC=C(C=C1)S(=O)(=O)O)C (p-toluenesulfonic acid monohydrate), CO (methanol). Solvent: O1CCOCC1 (1,4-dioxane). Yields the product O1CCN(CC1)C1=CC=C(C=C1)NC1=NC=C(C(=N1)C1=CC(=C(C(=O)OC)C=C1)OC)C (methyl 4-(2-(4-morpholinophenylamino)-5-methylpyrimidin-4-yl)-2-methoxybenzoate). Yield: 32.8%. As a reaction SMILES: Cl[C:2]1[N:7]=[C:6]([C:8]2[CH:17]=[CH:16][C:11]([C:12]([O:14][CH3:15])=[O:13])=[C:10]([O:18][CH3:19])[CH:9]=2)[C:5]([CH3:20])=[CH:4][N:3]=1.[O:21]1[CH2:26][CH2:25][N:24]([C:27]2[CH:33]=[CH:32][C:30]([NH2:31])=[CH:29][CH:28]=2)[CH2:23][CH2:22]1.O.C1(C)C=CC(S(O)(=O)=O)=CC=1.CO>O1CCOCC1>[O:21]1[CH2:22][CH2:23][N:24]([C:27]2[CH:28]=[CH:29][C:30]([NH:31][C:2]3[N:7]=[C:6]([C:8]4[CH:17]=[CH:16][C:11]([C:12]([O:14][CH3:15])=[O:13])=[C:10]([O:18][CH3:19])[CH:9]=4)[C:5]([CH3:20])=[CH:4][N:3]=3)=[CH:32][CH:33]=2)[CH2:25][CH2:26]1 |f:2.3|. Procedure: To a solution of methyl 4-(2-chloro-5-methylpyrimidin-4-yl)-2-methoxybenzoate (165 mg, 0.56 mmol) in 1,4-dioxane (5 mL) was added 4-morpholinoaniline (96 mg, 0.54 mmol) and p-toluenesulfonic acid monohydrate (97 mg, 0.51 mmol). The reaction was heated at reflux for 40 h, cooled to room temperature and partitioned between ethyl acetate and saturated aqueous sodium bicarbonate. The aqueous layer was extracted twice more with ethyl acetate and the combined organic fractions were washed twice with 5...